Dataset: the Open Reaction Database (ORD), a public repository of structured organic reaction records. Task: describe an organic reaction: reactants, conditions, products, and yield Starting materials: C(C)N(CC)S(F)(F)F (diethylaminosulfur trifluoride), CCCCCCC.C(C)OC(C)=O (heptane ethy lacetate), FC1=CC=C(C=C1)[C@H](CO)NC(C1=CC=C(C=C1)[C@H]1CNCCO1)=O (N—((R)-1-(4-Fluorophenyl)-2-hydroxyethyl)-4-((S)-morpholin-2-yl)benzamide), [OH-].[NH4+] (ammonium hydroxide). The solvent is ClCCl (dichloromethane), ClCCl (dichloromethane). Conditions: time 5 hour. Yields the product FC1=CC=C(C=C1)[C@H]1N=C(OC1)C1=CC=C(C=C1)[C@H]1CNCCO1 ((S)-2-{4-[(R)-4-(4-Fluoro-phenyl)-4,5-dihydro-oxazol-2-yl]-phenyl}-morpholine). Isolated yield 37.2%. Reaction SMILES: [F:1][C:2]1[CH:7]=[CH:6][C:5]([C@@H:8]([NH:11][C:12](=[O:25])[C:13]2[CH:18]=[CH:17][C:16]([C@@H:19]3[O:24][CH2:23][CH2:22][NH:21][CH2:20]3)=[CH:15][CH:14]=2)[CH2:9]O)=[CH:4][CH:3]=1.C(N(S(F)(F)F)CC)C.[OH-].[NH4+].CCCCCCC.C(OC(=O)C)C>ClCCl>[F:1][C:2]1[CH:3]=[CH:4][C:5]([C@@H:8]2[CH2:9][O:25][C:12]([C:13]3[CH:18]=[CH:17][C:16]([C@@H:19]4[O:24][CH2:23][CH2:22][NH:21][CH2:20]4)=[CH:15][CH:14]=3)=[N:11]2)=[CH:6][CH:7]=1 |f:2.3,4.5|. Procedure details: N—((R)-1-(4-Fluorophenyl)-2-hydroxyethyl)-4-((S)-morpholin-2-yl)benzamide (14.4 mg, 0.042 mmol) was dissolved in dichloromethane (0.4 ml) and diethylaminosulfur trifluoride (DAST) (6.74 mg, 0.042 mmol) was added. The reaction mixture was allowed to stir at room temperature for 5 hours. The reaction mixture was poured over crushed ice mixed with 25% ammonium hydroxide solution (10 ml) and the solution was extracted twice with dichloromethane (2×10 ml). The combined organic layer was dried over Mg... Product: ClC1=C(C=C(C=C1)[C@@H](CN(C)C)NC=1C2=C(N=NN1)C(=CC=C2)C(=O)N)OC ((S)-4-((1-(4-chloro-3-methoxyphenyl)-2-(dimethylamino)ethyl)amino)-benzo[d][1,2,3]triazine-8-carboxamide). Reaction SMILES: [Cl:1][C:2]1[CH:7]=[CH:6][C:5]([C@H:8]([NH2:13])[CH2:9][N:10]([CH3:12])[CH3:11])=[CH:4][C:3]=1[O:14][CH3:15].O[C:17]1[C:18]2[CH:26]=[CH:25][CH:24]=[C:23]([C:27]([NH2:29])=[O:28])[C:19]=2[N:20]=[N:21][N:22]=1>>[Cl:1][C:2]1[CH:7]=[CH:6][C:5]([C@H:8]([NH:13][C:17]2[C:18]3[CH:26]=[CH:25][CH:24]=[C:23]([C:27]([NH2:29])=[O:28])[C:19]=3[N:20]=[N:21][N:22]=2)[CH2:9][N:10]([CH3:12])[CH3:11])=[CH:4][C:3]=1[O:14][CH3:15]. Procedure details: Compound 11 was prepared following general synthetic scheme 7 wherein (S)-1-(4-chloro-3-methoxyphenyl)-N2,N2-dimethylethane-1,2-diamine was reacted with 4-hydroxybenzo[d][1,2,3]-triazine-8-carboxamide to give the title compound. LC-MS [401 (M+1)], 1H NMR (400 MHz, DMSO-d6): δ 9.51 (s, 1H), 9.27 (s, 1H), 9.09 (d, 1H), 8.58 (dd, 2H), 8.08 (t, 2H), 7.44 (d, 2H), 7.18 (dd, 1H), 6.26 (t, 1H), 3.89 (s, 3H), 3.83-3.76 (m, 1H), 3.62-3.57 (m, 1H), 2.92 (d, 6H). Reactants: ClC1=C(C=C(C=C1)[C@@H](CN(C)C)N)OC ((S)-1-(4-chloro-3-methoxyphenyl)-N2,N2-dimethylethane-1,2-diamine), OC=1C2=C(N=NN1)C(=CC=C2)C(=O)N (4-hydroxybenzo[d][1,2,3]-triazine-8-carboxamide). Starting materials: C1CCOC1, CCOC(=O)c1cc(Cl)c(Cl)[nH]1, Cl, [Li+], [OH-], O. Yields the product O=C(O)c1cc(Cl)c(Cl)[nH]1. Reaction SMILES: [CH2:17]1[O:18][CH2:19][CH2:20][CH2:21]1.[Cl:4][c:5]1[cH:6][c:7]([C:11](=[O:12])[O:13][CH2:14][CH3:15])[nH:8][c:9]1[Cl:10].[ClH:16].[Li+:1].[OH-:2].[OH2:3]>>[Cl:4][c:5]1[cH:6][c:7]([C:11](=[O:12])[OH:13])[nH:8][c:9]1[Cl:10]. Product: Cn1nnnc1SCCCN1CCN(c2cc(C3CC3)nc(C(C)(C)C)n2)CC1, Cl. Reaction SMILES: [C:12]([CH3:13])([CH3:14])([CH3:15])[c:16]1[n:17][c:18]([CH:32]2[CH2:33][CH2:34]2)[cH:19][c:20]([N:22]2[CH2:23][CH2:24][N:25]([CH2:28][CH2:29][CH2:30][Cl:31])[CH2:26][CH2:27]2)[n:21]1.[CH3:1][n:2]1[n:3][n:4][n:5][c:6]1[SH:7].[CH3:36][N:37]([CH3:38])[CH:39]=[O:40].[ClH:35].[I-:11].[Li+:8].[Na+:10].[O:41]1[CH2:42][CH2:43][O:44][CH2:45][CH2:46]1.[OH-:9]>>[CH3:1][n:2]1[n:3][n:4][n:5][c:6]1[S:7][CH2:30][CH2:29][CH2:28][N:25]1[CH2:24][CH2:23][N:22]([c:20]2[cH:19][c:18]([CH:32]3[CH2:33][CH2:34]3)[n:17][c:16]([C:12]([CH3:13])([CH3:14])[CH3:15])[n:21]2)[CH2:27][CH2:26]1.[ClH:31]. The reactants are CC(C)(C)c1nc(C2CC2)cc(N2CCN(CCCCl)CC2)n1, Cn1nnnc1S, CN(C)C=O, Cl, [I-], [Li+], [Na+], C1COCCO1, [OH-]. The reactants are ClC1=NSC(=C1C#N)C1=CC(=CC=C1)C(F)(F)F (3-chloro-5-(m-trifluoromethylphenyl)-4-isothiazolecarbonitrile), S(O)(O)(=O)=O (sulfuric acid), ice water. Yields the product ClC1=NSC(=C1C(=O)N)C1=CC(=CC=C1)C(F)(F)F (3-chloro-5-(m-trifluoromethylphenyl)-4-isothiazolecarboxamide). The yield is 77.0%. As a reaction SMILES: [Cl:1][C:2]1[C:6]([C:7]#[N:8])=[C:5]([C:9]2[CH:14]=[CH:13][CH:12]=[C:11]([C:15]([F:18])([F:17])[F:16])[CH:10]=2)[S:4][N:3]=1.S(=O)(=O)(O)[OH:20]>>[Cl:1][C:2]1[C:6]([C:7]([NH2:8])=[O:20])=[C:5]([C:9]2[CH:14]=[CH:13][CH:12]=[C:11]([C:15]([F:16])([F:17])[F:18])[CH:10]=2)[S:4][N:3]=1. Procedure: To a solution of 50.0 g (0.287 mole) of m-trifluoromethylbenzaldehyde, 25.0 g (0.378 mole) of malononitrile, and 500 ml of n-butanol was added 15 drops of piperidine. The mixture was stirred for 16 hours, and the white precipitate was collected and washed with ethanol to give 34 g (53%) of white prisms, mp 82°-83°. Concentration of the mother liquid down to 100 ml and cooling gave an additional 3 g of prisms, mp 82°-85°. This material (3 g) was recrystallized from ethanol to give an additional 2... Yields the product OC=1C=C(C(=O)N[C@@H](COC(C)(C)C)C(=O)NCCC2=CC(O)=C(O)C=C2)C=C(C1O)O (N-[Nα-(3,4,5-Trihydroxybenzoyl)-O-tert-butyl-L-seryl]dopamine), powder. The yield is 30.0%. Reactants: C1=CC=CC=2C3=CC=CC=C3C(C12)COC(=O)N[C@@H](COC(C)(C)C)C(=O)NCCC1=CC(O)=C(O)C=C1 (N-[Nα-(9-fluorenylmethoxycarbonyl)-O-tert-butyl-L-seryl]dopamine), C(C1=CC(O)=C(O)C(O)=C1)(=O)O (gallic acid). RXN SMILES: C1C2C(CO[C:16]([NH:18][C@H:19]([C:26]([NH:28][CH2:29][CH2:30][C:31]3[CH:38]=[CH:37][C:35]([OH:36])=[C:33]([OH:34])[CH:32]=3)=[O:27])[CH2:20][O:21][C:22]([CH3:25])([CH3:24])[CH3:23])=[O:17])C3C(=CC=CC=3)C=2C=CC=1.C(O)(=O)[C:40]1[CH:48]=[C:46]([OH:47])[C:44]([OH:45])=[C:42]([OH:43])[CH:41]=1>>[OH:43][C:42]1[CH:41]=[C:40]([CH:48]=[C:46]([OH:47])[C:44]=1[OH:45])[C:16]([NH:18][C@H:19]([C:26]([NH:28][CH2:29][CH2:30][C:31]1[CH:38]=[CH:37][C:35]([OH:36])=[C:33]([OH:34])[CH:32]=1)=[O:27])[CH2:20][O:21][C:22]([CH3:23])([CH3:24])[CH3:25])=[O:17]. Procedure: The title compound was prepared from N-[Nα-(9-fluorenylmethoxycarbonyl)-O-tert-butyl-L-seryl]dopamine (1.16 g, 2.24 mmol, example 42, step A) as described for example 42 (step B) using gallic acid (571 mg, 3.36 mmol) instead of caffeic acid. The crude material was purified by flash chromatography using successively 30%, 40% and 70% EtOAc/CH2Cl2/1% AcOH as the eluent. The title compound was obtained as a white powder (300 mg, 30%). Reactants: BrC=1OC2=C(C1C=1C=C(C=CC1)CC(=O)O)C=C(C=C2)Cl (3-(2-bromo-5-chloro-3-benzofuranyl)-phenylacetic acid), C1=CCCCC1 (cyclohexene), [N+](=O)([N+](=O)[O-])[O-] (dinitrogen tetroxide). The solvent is C(Cl)(Cl)Cl (chloroform). Run at time 20 hour. Product: ClC=1C=CC2=C(C(=C(O2)[N+](=O)[O-])C=2C=C(C=CC2)CC(=O)O)C1 (3-(5-chloro-2-nitro-3-benzofuranyl)phenylacetic acid). As a reaction SMILES: Br[C:2]1[O:3][C:4]2[CH:20]=[CH:19][C:18]([Cl:21])=[CH:17][C:5]=2[C:6]=1[C:7]1[CH:8]=[C:9]([CH2:13][C:14]([OH:16])=[O:15])[CH:10]=[CH:11][CH:12]=1.C1CCCCC=1.[N+:28]([O-:33])([N+]([O-])=O)=[O:29]>C(Cl)(Cl)Cl>[Cl:21][C:18]1[CH:19]=[CH:20][C:4]2[O:3][C:2]([N+:28]([O-:33])=[O:29])=[C:6]([C:7]3[CH:8]=[C:9]([CH2:13][C:14]([OH:16])=[O:15])[CH:10]=[CH:11][CH:12]=3)[C:5]=2[CH:17]=1. Reported procedure: A solution of 3-(2-bromo-5-chloro-3-benzofuranyl)-phenylacetic acid in chloroform with 1.5 equivalents of cyclohexene is treated with 1.5 equivalents of dinitrogen tetroxide and stirred for about 20 hours at room temperature. The mixture is washed with water, extracted with saturated sodium bicarbonate solution, then the aqueous extracts are acidified. The mixture is extracted with dichloromethane, which is dried and concentrated. The residue is recrystallized from a mixture of benzene and hexan... Reactants: O1CCNCCNCCNCC1 (1-oxa-4,7,10-triazacyclododecane), CN(P(N(C)C)N(C)C)C (hexamethylphosphorous triamide). Solvent: C1(=CC=CC=C1)C (toluene). The product is N12CCN3CCN(CCOCC1)P23 (10-oxa-1,4,7-triaza-13-phosphatricyclo[5.5.1.04,13 ]tridecane). Yield: 102.5%. RXN SMILES: [O:1]1[CH2:12][CH2:11][NH:10][CH2:9][CH2:8][NH:7][CH2:6][CH2:5][NH:4][CH2:3][CH2:2]1.CN(C)[P:15](N(C)C)N(C)C>C1(C)C=CC=CC=1>[N:10]12[P:15]3[N:7]([CH2:6][CH2:5][N:4]3[CH2:3][CH2:2][O:1][CH2:12][CH2:11]1)[CH2:8][CH2:9]2. Reported procedure: A solution of 2.50 g of 1-oxa-4,7,10-triazacyclododecane and 2.35 g of hexamethylphosphorous triamide in 25 ml of toluene is refluxed for 40 hours. It is then concentrated to dryness in a rotary evaporator, to give 2.97 g (100%) of 10-oxa-1,4,7-triaza-13-phosphatricyclo[5.5.1.04,13 ]tridecane as a brittle, white solid. Sublimation at 80° C. (0.007 mm) gives 2.08 g of white crystals having a melting point of 68°-70° C.